From a dataset of the Open Reaction Database (ORD), a public repository of structured organic reaction records. describe an organic reaction: reactants, conditions, products, and yield Reactants: O(C1=CC=CC=C1)C=1C=C(C=O)C=CC1 (3-phenoxybenzaldehyde), [OH-].[K+] (potassium hydroxide), [Cl-].[Li+] (lithium chloride), ice, O (water), Cl (hydrochloric acid), C1(=CC=CC=C1)S (thiophenol), C(Br)(Br)Br (bromoform). Solvent: O1CCOCC1 (dioxane). Run at temperature 0 celsius, time 5 hour. Product: C1(=CC=CC=C1)SC(C(=O)O)C1=CC(=CC=C1)OC1=CC=CC=C1 (2-phenylthio-2-(3-phenoxyphenyl)acetic acid). Reaction SMILES: [O:1]([C:8]1[CH:9]=[C:10]([CH:13]=[CH:14][CH:15]=1)[CH:11]=O)[C:2]1[CH:7]=[CH:6][CH:5]=[CH:4][CH:3]=1.[C:16]1([SH:22])[CH:21]=[CH:20][CH:19]=[CH:18][CH:17]=1.[CH:23](Br)(Br)Br.[OH-:27].[K+].[Cl-].[Li+].Cl.[OH2:32]>O1CCOCC1>[C:16]1([S:22][CH:11]([C:10]2[CH:13]=[CH:14][CH:15]=[C:8]([O:1][C:2]3[CH:7]=[CH:6][CH:5]=[CH:4][CH:3]=3)[CH:9]=2)[C:23]([OH:32])=[O:27])[CH:21]=[CH:20][CH:19]=[CH:18][CH:17]=1 |f:3.4,5.6|. Procedure details: 1.10 g (5 mmols) of 3-phenoxybenzaldehyde, 0.83 g (7.5 mmols) of thiophenol, 1.3 g (5.1 mmols) of bromoform, 1.7 g (26 mmols) of potassium hydroxide (having a purity higher than 85%) and 0.424 g (10 mmols) of lithium chloride were added to a mixture of 5 ml of dioxane and 5 g of ice crump, and the resulting mixture was stirred vigorously for 5 hours at 0° C. and then 19 hours at room temperature. The reaction mixture was then diluted with water, rendered acidic with hydrochloric acid and extract... The product is Cc1ccccc1CCOS(N)(=O)=O. Reaction SMILES: [CH3:1][c:2]1[c:3]([CH2:4][CH2:5][OH:6])[cH:7][cH:8][cH:9][cH:10]1.[H-:11].[Na+:12].[O:18]=[CH:19][N:20]([CH3:21])[CH3:22].[S:13]([NH2:14])(=[O:15])(=[O:16])[Cl:17]>>[CH3:1][c:2]1[c:3]([CH2:4][CH2:5][O:6][S:13]([NH2:14])(=[O:15])=[O:16])[cH:7][cH:8][cH:9][cH:10]1. Reactants: Cc1ccccc1CCO, [H-], [Na+], CN(C)C=O, NS(=O)(=O)Cl. Starting materials: C1(O)=CC(O)=CC=C1 (resorcinol), C(Cl)(Cl)Cl (chloroform), CC[C@H](C)C(=O)O (S-(+)-2-methylbutanoic acid), Cl (hydrochloric acid), O (water). Reagents/catalysts: [Cl-].[Zn+2].[Cl-] (zinc chloride). Run at temperature 110 celsius. Product: OC=1C=C(C=CC1C(C(CC)C)=O)O (3-hydroxy-4 -(1-oxo-2-methylbutyl)phenol). Isolated yield 31.7%. RXN SMILES: [C:1]1([CH:8]=[CH:7][CH:6]=[C:4]([OH:5])[CH:3]=1)[OH:2].Cl.O.C(Cl)(Cl)Cl.[CH3:15][CH2:16][C@@H:17]([C:19](O)=[O:20])[CH3:18]>[Cl-].[Zn+2].[Cl-]>[OH:2][C:1]1[CH:3]=[C:4]([OH:5])[CH:6]=[CH:7][C:8]=1[C:19](=[O:20])[CH:17]([CH3:18])[CH2:16][CH3:15] |f:5.6.7|. Procedure: 16.3 g of anhydrous zinc chloride was dissolved in 10.3 g of S-(+)-2-methylbutanoic acid by heating to 110° C. 13.2 g of resorcinol was added to the mixture and then the temperature of the admixture was raised to 150° C. over a period of 30 minutes under stirring. The reaction mixture was then cooled to the room temperature, and a mixture composed of 25 ml of hydrochloric acid and 25 ml of water was added thereto. The reaction mixture was then subjected to extraction for three times, each by usi... Starting materials: ClCC1=CC=C(OCC=2N=C(OC2)\C=C\C2=CC=CC=C2)C=C1 (4-(4-chloromethylphenoxymethyl)-2-[(E)-2-phenylethenyl]oxazole), N1C=NC=C1 (imidazole). The product is N1C(=NC=C1)CC1=CC=C(OCC=2N=C(OC2)\C=C\C2=CC=CC=C2)C=C1 (4-[4-(1-imidazolylmethyl)phenoxymethyl]-2-[(E)-2-phenylethenyl]oxazole). As a reaction SMILES: Cl[CH2:2][C:3]1[CH:23]=[CH:22][C:6]([O:7][CH2:8][C:9]2[N:10]=[C:11](/[CH:14]=[CH:15]/[C:16]3[CH:21]=[CH:20][CH:19]=[CH:18][CH:17]=3)[O:12][CH:13]=2)=[CH:5][CH:4]=1.[NH:24]1[CH:28]=[CH:27][N:26]=[CH:25]1>>[NH:24]1[CH:28]=[CH:27][N:26]=[C:25]1[CH2:2][C:3]1[CH:23]=[CH:22][C:6]([O:7][CH2:8][C:9]2[N:10]=[C:11](/[CH:14]=[CH:15]/[C:16]3[CH:21]=[CH:20][CH:19]=[CH:18][CH:17]=3)[O:12][CH:13]=2)=[CH:5][CH:4]=1. Procedure: In substantially the same manner as in Working Example 25, 4-(4-chloromethylphenoxymethyl)-2-[(E)-2-phenylethenyl]oxazole was allowed to react with imidazole to give 4-[4-(1-imidazolylmethyl)phenoxymethyl]-2-[(E)-2-phenylethenyl]oxazole. Recrystallization from ethyl acetate-hexane gave colorless prisms, mp 149-150° C. Reactants: C(C)(C)N(CC)C(C)C (diisopropylethylamine), C(C)(C)(C)NCC (tert-butylethylamine), FC=1C=C(C=CC1)C#CC=1C=NC(=NC1)C(=O)O (5-(3-Fluoro-phenylethynyl)-pyrimidine-2-carboxylic acid), C(C(=O)Cl)(=O)Cl (Oxalyl chloride). Solvent: C1CCOC1 (THF), ClCCl (dichloromethane), CN(C)C=O (DMF). Reaction conditions: time 1 hour. Product: C(C)(C)(C)N(C(=O)C1=NC=C(C=N1)C#CC1=CC(=CC=C1)F)CC (5-(3-fluoro-phenylethynyl)-pyrimidine-2-carboxylic acid tert-butyl-ethyl-amide). Yield: 72.7%. As a reaction SMILES: [F:1][C:2]1[CH:3]=[C:4]([C:8]#[C:9][C:10]2[CH:11]=[N:12][C:13]([C:16]([OH:18])=O)=[N:14][CH:15]=2)[CH:5]=[CH:6][CH:7]=1.C(Cl)(=O)C(Cl)=O.C(N(C(C)C)CC)(C)C.[C:34]([NH:38][CH2:39][CH3:40])([CH3:37])([CH3:36])[CH3:35]>ClCCl.CN(C=O)C.C1COCC1>[C:34]([N:38]([CH2:39][CH3:40])[C:16]([C:13]1[N:14]=[CH:15][C:10]([C:9]#[C:8][C:4]2[CH:5]=[CH:6][CH:7]=[C:2]([F:1])[CH:3]=2)=[CH:11][N:12]=1)=[O:18])([CH3:37])([CH3:36])[CH3:35]. Reported procedure: (100 mg, 0.41 mmol) 5-(3-Fluoro-phenylethynyl)-pyrimidine-2-carboxylic acid (Example 3, step 1) was suspended in dichloromethane (1 ml) and DMF (10 μl). Oxalyl chloride (40 μl, 0.45 mmol, 1.1 equiv.) was added drop wise at room temperature and the mixture was stirred for 1 hour at reflux. The reaction mixture was then added to a mixture of diisopropylethylamine (235 μl, 1.34 mmol, 3.3 equiv.) and tert-butylethylamine (43 mg, 0.41 mmol, 1 equiv.) in THF (2 ml). The mixture was stirred for 16 hour... Reactants: BrC1=CC=2CC3=CC(=CC=C3C2C=C1)Br (2,7-dibromofluorene), FC(C(C(C(C(C(C(C(CCCC(CC)I)(F)F)(F)F)(F)F)(F)F)(F)F)(F)F)(F)F)(F)F (1,1,1,2,2,3,3,4,4,5,5,6,6,7,7,8,8-Heptadecafluoro-12-iodotetradecane), [OH-].[Na+] (NaOH). The reagents and catalysts are [N+](CCCC)(CCCC)(CCCC)CCCC.[Br-] (Bu4NBr). Solvent: C1(=CC=CC=C1)C (toluene). Run at temperature 80 celsius, time 8 hour. The product is BrC1=CC=2C(C3=CC(=CC=C3C2C=C1)Br)(CCCCCCC(C(C(C(C(C(C(C(F)(F)F)(F)F)(F)F)(F)F)(F)F)(F)F)(F)F)(F)F)CCCCCCC(C(C(C(C(C(C(C(F)(F)F)(F)F)(F)F)(F)F)(F)F)(F)F)(F)F)(F)F (2,7-Dibromo-9,9-bis(7,7,8,8,9,9,10,10,11,11,12,12,13,13,14,14,14-heptadecafluorotetradecyl)-9H-fluorene). The yield is 72.1%. RXN SMILES: [Br:1][C:2]1[CH:14]=[CH:13][C:12]2[C:11]3[C:6](=[CH:7][C:8]([Br:15])=[CH:9][CH:10]=3)[CH2:5][C:4]=2[CH:3]=1.[F:16][C:17]([F:47])([F:46])[C:18]([F:45])([F:44])[C:19]([F:43])([F:42])[C:20]([F:41])([F:40])[C:21]([F:39])([F:38])[C:22]([F:37])([F:36])[C:23]([F:35])([F:34])[C:24]([F:33])([F:32])[CH2:25][CH2:26][CH2:27][CH:28](I)[CH2:29][CH3:30].[OH-].[Na+]>C1(C)C=CC=CC=1.[N+](CCCC)(CCCC)(CCCC)CCCC.[Br-]>[Br:1][C:2]1[CH:14]=[CH:13][C:12]2[C:11]3[C:6](=[CH:7][C:8]([Br:15])=[CH:9][CH:10]=3)[C:5]([CH2:30][CH2:29][CH2:28][CH2:27][CH2:26][CH2:25][C:24]([F:32])([F:33])[C:23]([F:34])([F:35])[C:22]([F:36])([F:37])[C:21]([F:38])([F:39])[C:20]([F:40])([F:41])[C:19]([F:42])([F:43])[C:18]([F:44])([F:45])[C:17]([F:47])([F:46])[F:16])([CH2:30][CH2:29][CH2:28][CH2:27][CH2:26][CH2:25][C:24]([F:33])([F:32])[C:23]([F:35])([F:34])[C:22]([F:37])([F:36])[C:21]([F:39])([F:38])[C:20]([F:41])([F:40])[C:19]([F:43])([F:42])[C:18]([F:45])([F:44])[C:17]([F:47])([F:46])[F:16])[C:4]=2[CH:3]=1 |f:2.3,5.6|. Procedure details: To a magnetically stirred solution of 2,7-dibromofluorene 1 (2.00 g, 6.17 mmol) and semi-perfluoroalkyl iodide 4 (9.72 g, 15.4 mmol) in toluene (12 cm3) were added 50% (w/w) NaOH aqueous solution (24 g) and Bu4NBr (0.20 g, 0.62 mmol). The mixture was then heated to 80° C. After the reaction was stirred overnight under N2 atmosphere, it was allowed to cool to ambient temperature and quenched by the addition of water (150 cm3). The product was extracted with hexanes (150 cm3). The organic layer wa... Reactants: CCCI, C1CCOC1, [CH2]C, [H-], [Na+], COc1cc(Oc2cccc(C(F)(F)F)c2)nc(C(=O)NO)c1. The product is CCCONC(=O)c1cc(OC)cc(Oc2cccc(C(F)(F)F)c2)n1. Reaction SMILES: [CH2:26]([CH2:27][CH3:28])[I:29].[CH2:30]1[O:31][CH2:32][CH2:33][CH2:34]1.[CH2:35][CH3:36].[H-:25].[Na+:24].[OH:1][NH:2][C:3](=[O:4])[c:5]1[n:6][c:7]([O:13][c:14]2[cH:15][c:16]([C:20]([F:21])([F:22])[F:23])[cH:17][cH:18][cH:19]2)[cH:8][c:9]([O:11][CH3:12])[cH:10]1>>[O:1]([NH:2][C:3](=[O:4])[c:5]1[n:6][c:7]([O:13][c:14]2[cH:15][c:16]([C:20]([F:21])([F:22])[F:23])[cH:17][cH:18][cH:19]2)[cH:8][c:9]([O:11][CH3:12])[cH:10]1)[CH2:26][CH2:27][CH3:28]. The reactants are C1CCOC1, CO, N#Cc1cc(I)c(N)c(C(F)(F)F)c1. Product: NCc1cc(I)c(N)c(C(F)(F)F)c1. RXN SMILES: [CH2:17]1[O:18][CH2:19][CH2:20][CH2:21]1.[CH3:15][OH:16].[NH2:1][c:2]1[c:3]([I:14])[cH:4][c:5]([C:6]#[N:7])[cH:8][c:9]1[C:10]([F:11])([F:12])[F:13]>>[NH2:1][c:2]1[c:3]([I:14])[cH:4][c:5]([CH2:6][NH2:7])[cH:8][c:9]1[C:10]([F:11])([F:12])[F:13].